describe an organic reaction: reactants, conditions, products, and yield From a dataset of the Open Reaction Database (ORD), a public repository of structured organic reaction records. Starting materials: CC1(OB(OC1(C)C)C(=C)C)C (4,4,5,5-tetramethyl-2-(prop-1-en-2-yl)-1,3,2-dioxaborolane), ClC=1C=CC(=NC1)C1=CC=CC=C1 (5-chloro-2-phenylpyridine), O.[O-]P(=O)([O-])[O-].[K+].[K+].[K+] (potassium phosphate tribasic monohydrate), C1(=CC=CC=C1)C (toluene). Reagents/catalysts: C=1C=CC(=CC1)/C=C/C(=O)/C=C/C2=CC=CC=C2.C=1C=CC(=CC1)/C=C/C(=O)/C=C/C2=CC=CC=C2.C=1C=CC(=CC1)/C=C/C(=O)/C=C/C2=CC=CC=C2.[Pd].[Pd] (Pd2(dba)3), C1(CCCCC1)P(C1=C(C=CC=C1)C1=C(C=CC=C1OC)OC)C1CCCCC1 (dicyclohexyl(2′,6′-dimethoxy-[1,1′-biphenyl]-2-yl)phosphine). The solvent is O (water). The product is C1(=CC=CC=C1)C1=NC=C(C=C1)C(=C)C (2-phenyl-5-(prop-1-en-2-yl)pyridine). RXN SMILES: Cl[C:2]1[CH:3]=[CH:4][C:5]([C:8]2[CH:13]=[CH:12][CH:11]=[CH:10][CH:9]=2)=[N:6][CH:7]=1.O.[O-]P([O-])([O-])=O.[K+].[K+].[K+].[C:23]1(C)[CH:28]=CC=C[CH:24]=1.CC1(C)C(C)(C)OB(C(C)=C)O1>C1C=CC(/C=C/C(/C=C/C2C=CC=CC=2)=O)=CC=1.C1C=CC(/C=C/C(/C=C/C2C=CC=CC=2)=O)=CC=1.C1C=CC(/C=C/C(/C=C/C2C=CC=CC=2)=O)=CC=1.[Pd].[Pd].C1(P(C2CCCCC2)C2C=CC=CC=2C2C(OC)=CC=CC=2OC)CCCCC1.O>[C:8]1([C:5]2[CH:4]=[CH:3][C:2]([C:23]([CH3:28])=[CH2:24])=[CH:7][N:6]=2)[CH:13]=[CH:12][CH:11]=[CH:10][CH:9]=1 |f:1.2.3.4.5,8.9.10.11.12|. Reported procedure: To a 1 L round bottom flask was added 5-chloro-2-phenylpyridine (10.15 g, 53.5 mmol), dicyclohexyl(2′,6′-dimethoxy-[1,1′-biphenyl]-2-yl)phosphine (1.8 g, 4.3 mmol), potassium phosphate tribasic monohydrate (37.0 g, 161 mmol) with toluene (200 mL) and water (20 mL). The reaction mixture was degassed with nitrogen for 20 mins. 4,4,5,5-tetramethyl-2-(prop-1-en-2-yl)-1,3,2-dioxaborolane (12.07 mL, 64.2 mmol) and Pd2(dba)3 (0.980 g, 1.070 mmol) were added and the reaction mixture was refluxed for 18 ... Reactants: C(Cl)Cl (CH2Cl2), C1(=CC=CC=C1)C1=C(N=C2N1C=NN=C2C2=CC=CC=C2)O (3,8-diphenylimidazo[1,2-d][1,2,4]triazin-2-ol), Cl.ClCC=1N(N=CN1)C (3-chloromethyl-2-methyl-2H-[1,2,4]triazole hydrochloride), [H-].[Na+] (sodium hydride). Solvent: CN(C=O)C (N,N-dimethylformamide). Conditions: time 72 hour. The product is C1(=CC=CC=C1)C1=C(N=C2N1C=NN=C2C2=CC=CC=C2)OCC=2N(N=CN2)C (3,8-Diphenyl-2-(2-methyl-2H-[1,2,4]triazol-3-ylmethoxy)imidazo[1,2-d][1,2,4]triazine). Reaction SMILES: [C:1]1([C:7]2[N:11]3[CH:12]=[N:13][N:14]=[C:15]([C:16]4[CH:21]=[CH:20][CH:19]=[CH:18][CH:17]=4)[C:10]3=[N:9][C:8]=2[OH:22])[CH:6]=[CH:5][CH:4]=[CH:3][CH:2]=1.Cl.Cl[CH2:25][C:26]1[N:27]([CH3:31])[N:28]=[CH:29][N:30]=1.[H-].[Na+].C(Cl)Cl>CN(C)C=O>[C:1]1([C:7]2[N:11]3[CH:12]=[N:13][N:14]=[C:15]([C:16]4[CH:17]=[CH:18][CH:19]=[CH:20][CH:21]=4)[C:10]3=[N:9][C:8]=2[O:22][CH2:25][C:26]2[N:27]([CH3:31])[N:28]=[CH:29][N:30]=2)[CH:2]=[CH:3][CH:4]=[CH:5][CH:6]=1 |f:1.2,3.4|. Reported procedure: To a solution of 3,8-diphenylimidazo[1,2-d][1,2,4]triazin-2-ol (500 mg, 1.74 mmol) and 3-chloromethyl-2-methyl-2H-[1,2,4]triazole hydrochloride (320 mg, 1.91 mmol) in anhydrous N,N-dimethylformamide under an atmosphere of nitrogen was added sodium hydride (153 mg of a 60% dispersion in oil, 3.8 mmol). The reaction mixture was stirred at room temperature for 72 h. The mixture was partitioned between EtOAc (80 ml) and water (150 ml), the organic layer was separated, and the aqueous layer extracted... Reactants: C=O (formaldehyde), O (H2O), ClC=1C=CC(=C(C1)[C@@]1(C(NC2=CC(=CC=C12)C(F)(F)F)=O)F)OC ((S)-3-(5-chloro-2-methoxy-phenyl)-3-fluoro-6-trifluoromethyl-1,3-dihydro-indol-2-one), C(=O)([O-])[O-].[K+].[K+] (K2CO3). Run in C1CCOC1 (THF), C(C)OCC (diethyl ether). Reaction conditions: time 3 hour. The product is ClC=1C=CC(=C(C1)[C@@]1(C(N(C2=CC(=CC=C12)C(F)(F)F)CO)=O)F)OC ((S)-3-(5-Chloro-2-methoxy-phenyl)-3-fluoro-1-hydroxymethyl-6-trifluoromethyl-1,3-dihydro-indol-2-one). As a reaction SMILES: [Cl:1][C:2]1[CH:3]=[CH:4][C:5]([O:23][CH3:24])=[C:6]([C@@:8]2([F:22])[C:16]3[C:11](=[CH:12][C:13]([C:17]([F:20])([F:19])[F:18])=[CH:14][CH:15]=3)[NH:10][C:9]2=[O:21])[CH:7]=1.[C:25]([O-])([O-])=[O:26].[K+].[K+].C=O.O>C1COCC1.C(OCC)C>[Cl:1][C:2]1[CH:3]=[CH:4][C:5]([O:23][CH3:24])=[C:6]([C@@:8]2([F:22])[C:16]3[C:11](=[CH:12][C:13]([C:17]([F:20])([F:19])[F:18])=[CH:14][CH:15]=3)[N:10]([CH2:25][OH:26])[C:9]2=[O:21])[CH:7]=1 |f:1.2.3|. Procedure details: To a mixture of (S)-3-(5-chloro-2-methoxy-phenyl)-3-fluoro-6-trifluoromethyl-1,3-dihydro-indol-2-one ((S)-II) (60.0 g, 0.167 mol) and K2CO3 (27.7 g, 0.20 mol) in THF (600 mL) was added formaldehyde (37% solution in H2O, 240 mL, 3.2 mol) followed by H2O (300 mL). The lightly turbid mixture was stirred at room temperature for 3 hours, and diluted with diethyl ether (1000 mL). The organic layer was separated. The aqueous layer was washed with ether (200 mL×2). The combined organic layer was washed ...